Dataset: the Open Reaction Database (ORD), a public repository of structured organic reaction records. Task: describe an organic reaction: reactants, conditions, products, and yield The reactants are ClC1=CC(=C(C(=O)O)C=C1)NC1=CC=CC=C1 (4-chloro-2-phenylamino-benzoic acid), Cl.CNOC (N,O-dimethyl hydroxylamine hydrochloride), C(C)(C)N(C(C)C)CC (N,N-diisopropylethylamine). The solvent is CN(C=O)C (N,N-dimethylformamide), C(C)(=O)OCC (ethyl acetate). Reaction conditions: temperature 25 celsius, time 24 hour. The product is ethyl acetate hexanes, ClC1=CC(=C(C(=O)N(C)OC)C=C1)NC1=CC=CC=C1 (4-chloro-N-methoxy-N-methyl-2-phenylamino-benzamide). Yield: 55.5%. RXN SMILES: [Cl:1][C:2]1[CH:10]=[CH:9][C:5]([C:6](O)=[O:7])=[C:4]([NH:11][C:12]2[CH:17]=[CH:16][CH:15]=[CH:14][CH:13]=2)[CH:3]=1.Cl.[CH3:19][NH:20][O:21][CH3:22].C(N(CC)C(C)C)(C)C>CN(C)C=O.C(OCC)(=O)C>[Cl:1][C:2]1[CH:10]=[CH:9][C:5]([C:6]([N:20]([O:21][CH3:22])[CH3:19])=[O:7])=[C:4]([NH:11][C:12]2[CH:17]=[CH:16][CH:15]=[CH:14][CH:13]=2)[CH:3]=1 |f:1.2|. Reported procedure: A solution of 4-chloro-2-phenylamino-benzoic acid (10.1 g, 41.0 mmol) in N,N-dimethylformamide (200 mL) at 25° C. was treated with O-benzotriazole-N,N,N′,N′-tetramethyl-uronium-hexafluoro-phosphate (31.2 g, 82.0 mmol), N,O-dimethyl hydroxylamine hydrochloride (7.94 g, 82.0 mmol), and N,N-diisopropylethylamine (45.0 g, 350 mmol). The resulting mixture was stirred at 25° C. for 24 h. At this time, the reaction mixture was diluted with ethyl acetate (600 mL) and washed with water (4×200 mL) and a s... Reaction conditions: temperature 50 celsius. Starting materials: C(C)OC(C(CC(C)C)C=1C=C(C=C(C1)C1CCN(CC1)CCCC(C)C)C1=CC=C(C=C1)C(F)(F)F)=O (4-methyl-2-{5-[1-(4-methyl-pentyl)-piperidin-4-yl]-4′-trifluoromethyl-biphenyl-3-yl}-pentanoic acid ethyl ester), methyl ester, [OH-].[Na+] (NaOH). Solvent: CO (MeOH). The product is CC(CC(C(=O)O)C=1C=C(C=C(C1)C1CCN(CC1)CCCC(C)C)C1=CC=C(C=C1)C(F)(F)F)C (4-methyl-2-{5-[1-(4-methyl-pentyl)-piperidin-4-yl]-4′-trifluoromethyl-biphenyl-3-yl}-pentanoic acid). Procedure details: To a solution of a mixture of 4-methyl-2-{5-[1-(4-methyl-pentyl)-piperidin-4-yl]-4′-trifluoromethyl-biphenyl-3-yl}-pentanoic acid ethyl ester and methyl ester (26 mg, 0.05 mmol) in MeOH (1 mL) was added 3N NaOH (0.100 mL) and heated to 50° C. for 2 h. The reaction was concentrated in vacuo to remove MeOH. The thick liquid was acidified to pH=2 by 2N HCl. The resulting acidic solution was extracted with EtOAc. The organic fraction was dried (MgSO4) and concentrated in vacuo. The crude mixture was... Reaction SMILES: C([O:3][C:4](=[O:38])[CH:5]([C:10]1[CH:11]=[C:12]([C:28]2[CH:33]=[CH:32][C:31]([C:34]([F:37])([F:36])[F:35])=[CH:30][CH:29]=2)[CH:13]=[C:14]([CH:16]2[CH2:21][CH2:20][N:19]([CH2:22][CH2:23][CH2:24][CH:25]([CH3:27])[CH3:26])[CH2:18][CH2:17]2)[CH:15]=1)[CH2:6][CH:7]([CH3:9])[CH3:8])C.[OH-].[Na+]>CO>[CH3:8][CH:7]([CH3:9])[CH2:6][CH:5]([C:10]1[CH:11]=[C:12]([C:28]2[CH:29]=[CH:30][C:31]([C:34]([F:35])([F:36])[F:37])=[CH:32][CH:33]=2)[CH:13]=[C:14]([CH:16]2[CH2:17][CH2:18][N:19]([CH2:22][CH2:23][CH2:24][CH:25]([CH3:26])[CH3:27])[CH2:20][CH2:21]2)[CH:15]=1)[C:4]([OH:38])=[O:3] |f:1.2|. Starting materials: ClC1=NC=NC(=C1)OCC#C (4-chloro-6-(2-propynyloxy)pyrimidine), C([O-])([O-])=O.[K+].[K+] (potassium carbonate), ClC=1C=C(C=CC1)O (3-chlorophenol), [Cl-].[NH4+] (ammonium chloride). Run in CN(C=O)C (N,N-dimethylformamide). Reaction conditions: temperature 60 celsius, time 7 hour. The product is ClC=1C=C(OC2=NC=NC(=C2)OCC#C)C=CC1 (4-(3-chlorophenoxy)-6-(2-propynyloxy)pyrimidine). The yield is 98.6%. Reaction SMILES: Cl[C:2]1[CH:7]=[C:6]([O:8][CH2:9][C:10]#[CH:11])[N:5]=[CH:4][N:3]=1.C(=O)([O-])[O-].[K+].[K+].[Cl:18][C:19]1[CH:20]=[C:21]([OH:25])[CH:22]=[CH:23][CH:24]=1.[Cl-].[NH4+]>CN(C)C=O>[Cl:18][C:19]1[CH:20]=[C:21]([CH:22]=[CH:23][CH:24]=1)[O:25][C:2]1[CH:7]=[C:6]([O:8][CH2:9][C:10]#[CH:11])[N:5]=[CH:4][N:3]=1 |f:1.2.3,5.6|. Reported procedure: To 5 ml of N,N-dimethylformamide were added 0.19 g of 4-chloro-6-(2-propynyloxy)pyrimidine, 0.22 g of potassium carbonate, and 0.13 g of 3-chlorophenol, followed by stirring at 60° C. for 7 hours. The reaction mixture was then left for cooling to room temperature and poured into a saturated aqueous ammonium chloride solution, which was extracted three times with chloroform. The chloroform layers were combined, washed with diluted hydrochloric acid and then with water, and dried over anhydrous ma... Starting materials: CC(C)(C)c1c(N)nn2cccnc12, CC1(C)C2CCC(CC(=O)O)C1C2. The product is CC(C)(C)c1c(NC(=O)CC2CCC3CC2C3(C)C)nn2cccnc12. As a reaction SMILES: [C:1]([CH3:2])([CH3:3])([CH3:4])[c:5]1[c:6]([NH2:14])[n:7][n:8]2[c:9]1[n:10][cH:11][cH:12][cH:13]2.[CH3:15][C:16]1([CH3:27])[CH:17]2[CH2:18][CH2:19][CH:20]([CH2:23][C:24](=[O:25])[OH:26])[CH:21]1[CH2:22]2>>[C:1]([CH3:2])([CH3:3])([CH3:4])[c:5]1[c:6]([NH:14][C:24]([CH2:23][CH:20]2[CH2:19][CH2:18][CH:17]3[C:16]([CH3:15])([CH3:27])[CH:21]2[CH2:22]3)=[O:25])[n:7][n:8]2[c:9]1[n:10][cH:11][cH:12][cH:13]2. Starting materials: CC(CN1C=NC=2C(=NC=3C=CC=CC3C21)N)C (1-(2-methylpropyl)-1H-imidazo[4,5-c]quinolin-4-amine), BrN1C(CCC1=O)=O (N-bromosuccinimide). The solvent is C(Cl)(Cl)Cl (chloroform). Run at time 1 hour. The product is BrC1=CC=2C3=C(C(=NC2C=C1)N)N=CN3CC(C)C (8-bromo-1-(2-methylpropyl)-1H-imidazo[4,5-c]-quinolin-4-amine). Isolated yield 22.6%. As a reaction SMILES: [CH3:1][CH:2]([CH3:18])[CH2:3][N:4]1[C:16]2[C:15]3[CH:14]=[CH:13][CH:12]=[CH:11][C:10]=3[N:9]=[C:8]([NH2:17])[C:7]=2[N:6]=[CH:5]1.[Br:19]N1C(=O)CCC1=O>C(Cl)(Cl)Cl>[Br:19][C:13]1[CH:12]=[CH:11][C:10]2[N:9]=[C:8]([NH2:17])[C:7]3[N:6]=[CH:5][N:4]([CH2:3][CH:2]([CH3:18])[CH3:1])[C:16]=3[C:15]=2[CH:14]=1. Procedure: A solution of 1-(2-methylpropyl)-1H-imidazo[4,5-c]quinolin-4-amine (30.0 g, 125 mmol) in chloroform (620 mL) was heated to 50° C., and N-bromosuccinimide (28.8 g, 162 mmol) was added in five portions over a period of five minutes. The resulting dark red solution was heated at reflux for 45 minutes, allowed to cool to ambient temperature, and stirred for one hour. A precipitate formed, was isolated by filtration, and was washed with water and diethyl ether to provide 9.0 g of 8-bromo-1-(2-methylp... Starting materials: NC1=C(C(=O)C2=CC=CC=C2)C=CC=C1 (2-aminobenzophenone), Cl (hydrogen chloride), steel. The solvent is C(C)(C)(C)O (tert-butyl alcohol). The product is C(C)(C)(C)NC1=C(C(=O)C2=CC=CC=C2)C=CC=C1 (2(tert-Butylamino)benzophenone). The yield is 43.8%. Reaction SMILES: [NH2:1][C:2]1[CH:15]=[CH:14][CH:13]=[CH:12][C:3]=1[C:4]([C:6]1[CH:11]=[CH:10][CH:9]=[CH:8][CH:7]=1)=[O:5].Cl>C(O)(C)(C)C>[C:3]([NH:1][C:2]1[CH:15]=[CH:14][CH:13]=[CH:12][C:3]=1[C:4]([C:6]1[CH:11]=[CH:10][CH:9]=[CH:8][CH:7]=1)=[O:5])([CH3:12])([CH3:4])[CH3:2]. Procedure: A mixture of 2-aminobenzophenone (20 g), tert-butyl alcohol (100 ml) and 10M ethanolic hydrogen chloride (10 ml) was heated in a steel bomb at 120° C. for 20 minutes. After being cooled to room temperature, solvents were removed under vacuum and the residue was purified by flash chromatography (silica gel, hexane-toluene, 30:70) to give the title compound (5.62 g) as an oil, δH (360 MHz, CDCl3) 8.95 (1H, s), 7.61-7.28 (7H, m), 7.01 (1H, d, J=8.6 Hz), 6.48 (1H, t, J=7.4 Hz), 1.49 (9H, s); m/z (CI... Reactants: C(C)OC(CC(CC1=C(C=C(C(=C1)F)F)F)NC(=O)OC(C)(C)C)=O (3-tert-Butoxycarbonylamino-4-(2,4,5-trifluoro-phenyl)-butyric acid ethyl ester), [OH-].[Na+] (sodium hydroxide). The solvent is mixture, CO (methanol), O (water). Conditions: temperature 42.5 celsius, time 1.25 hour. Yields the product C(C)(C)(C)OC(=O)N[C@@H](CC(=O)O)CC1=C(C=C(C(=C1)F)F)F ((R)-3-tert-butoxycarbonylamino-4-(2,4,5-trifluoro-phenyl)-butyric acid). Isolated yield 99.6%. RXN SMILES: C([O:3][C:4](=[O:25])[CH2:5][CH:6]([NH:17][C:18]([O:20][C:21]([CH3:24])([CH3:23])[CH3:22])=[O:19])[CH2:7][C:8]1[CH:13]=[C:12]([F:14])[C:11]([F:15])=[CH:10][C:9]=1[F:16])C.[OH-].[Na+]>CO.O>[C:21]([O:20][C:18]([NH:17][C@H:6]([CH2:7][C:8]1[CH:13]=[C:12]([F:14])[C:11]([F:15])=[CH:10][C:9]=1[F:16])[CH2:5][C:4]([OH:25])=[O:3])=[O:19])([CH3:24])([CH3:22])[CH3:23] |f:1.2|. Procedure: Refer to the common known method Tetrahedron Asymmetry, 2006, 17(2), 205-209. 3-tert-Butoxycarbonylamino-4-(2,4,5-trifluoro-phenyl)-butyric acid ethyl ester 1e (10 g, 27.7 mmol) and sodium hydroxide (3.32 g, 83.1 mmol) were dissolved in 150 mL of the mixture of methanol and water (v:v=1:1). The reaction mixture was stirred at 40-45° C. for 1-1.5 hours, then part of the solution was evaporated under reduced pressure. The residues were added with a little of water, then the pH was adjusted to 2-3 ... Reactants: ClC1CC2=C(SC3=C1C=C(C=C3)F)C=CC(=C2)C (10-chloro-8-fluoro-10,11-dihydro-2-methyl-dibenzo[b,f]thiepin), C(C#C)N1CCNCC1 (N-(2-propynyl)-piperazine). Run in C(Cl)(Cl)Cl (chloroform). Product: FC=1C=CC2=C(C(CC3=C(S2)C=CC(=C3)C)N3CCN(CC3)CC#C)C1 (1-[8-fluoro-10,11-dihydro-2-methyl-dibenzo[b,f]-thiepin-10-yl]-4-(2-propynyl)-piperazine). As a reaction SMILES: Cl[CH:2]1[C:8]2[CH:9]=[C:10]([F:13])[CH:11]=[CH:12][C:7]=2[S:6][C:5]2[CH:14]=[CH:15][C:16]([CH3:18])=[CH:17][C:4]=2[CH2:3]1.[CH2:19]([N:22]1[CH2:27][CH2:26][NH:25][CH2:24][CH2:23]1)[C:20]#[CH:21]>C(Cl)(Cl)Cl>[F:13][C:10]1[CH:11]=[CH:12][C:7]2[S:6][C:5]3[CH:14]=[CH:15][C:16]([CH3:18])=[CH:17][C:4]=3[CH2:3][CH:2]([N:25]3[CH2:26][CH2:27][N:22]([CH2:19][C:20]#[CH:21])[CH2:23][CH2:24]3)[C:8]=2[CH:9]=1. Procedure: 7 G. of 10-chloro-8-fluoro-10,11-dihydro-2-methyl-dibenzo[b,f]thiepin are heated under reflux for 20 hours with 7.8 g. of N-(2-propynyl)-piperazine and 40 ml. of chloroform. The chloroform is removed by evaporation and the residue is treated with ether and aqueous sodium hydroxide solution and mixed well. The ether phase is acidified with ethanolic hydrochloric acid. The precipitate which forms is removed by filtration, made alkaline with aqueous sodium hydroxide solution and taken up in benzene... The reactants are C(C)(C)(C)OC(NC1CCC(CC1)NCC1=C(C=CC(=C1)C=1C=NC=CC1)OC)=O ([4-(2-Methoxy-5-pyridin-3-yl-benzylamino)-cyclohexyl]-carbamic acid tert-butyl ester), C(C)(C)(C)OC(NCC1CCC(CC1)N(CC1=C(C=CC(=C1)C1=CC=NC=C1)OC)C(=O)C=1SC2=C(C1Cl)C(=CC=C2F)F)=O ({4-[(3-chloro-4,7-difluorobenzothiophene-2-carbonyl)-(2-methoxy-5-pyridin-4-ylbenzyl)amino]cyclohexyl}methylcarbamic acid tert-butyl ester), Cl (HCl). The solvent is CCO (EtOH). Conditions: temperature 5 celsius, time 4.5 hour. Product: COC1=C(CN(C(=O)C2=C(C3=C(S2)C(=CC=C3F)F)Cl)C3(CCC(CC3)C)N)C=C(C=C1)C1=CC=NC=C1 (3-chloro-4,7-difluoro-benzo[b]thiophene-2-carboxylic acid (2-methoxy-5-pyridin-4-ylbenzyl)-(4-methyl-aminocyclohexyl)amide). RXN SMILES: C(OC(=O)[NH:7]C1CCC(NCC2C=C(C3C=NC=CC=3)C=CC=2OC)CC1)(C)(C)C.C(OC(=O)N[CH2:38][CH:39]1[CH2:44][CH2:43][CH:42]([N:45]([C:61]([C:63]2[S:64][C:65]3[C:72]([F:73])=[CH:71][CH:70]=[C:69]([F:74])[C:66]=3[C:67]=2[Cl:68])=[O:62])[CH2:46][C:47]2[CH:52]=[C:51]([C:53]3[CH:58]=[CH:57][N:56]=[CH:55][CH:54]=3)[CH:50]=[CH:49][C:48]=2[O:59][CH3:60])[CH2:41][CH2:40]1)(C)(C)C.Cl>CCO>[CH3:60][O:59][C:48]1[CH:49]=[CH:50][C:51]([C:53]2[CH:58]=[CH:57][N:56]=[CH:55][CH:54]=2)=[CH:52][C:47]=1[CH2:46][N:45]([C:42]1([NH2:7])[CH2:41][CH2:40][CH:39]([CH3:38])[CH2:44][CH2:43]1)[C:61]([C:63]1[S:64][C:65]2[C:72]([F:73])=[CH:71][CH:70]=[C:69]([F:74])[C:66]=2[C:67]=1[Cl:68])=[O:62]. Procedure: To a 3 L 3-neck RB flask with a mechanical stirrer, addition funnel, temperature probe and N2 inlet is added {4-[(3-chloro-4,7-difluorobenzothiophene-2-carbonyl)-(2-methoxy-5-pyridin-4-ylbenzyl)amino]cyclohexyl}methylcarbamic acid tert-butyl ester P6 (54.92 g, 83.70 mmol) and EtOH (1.5 L). The resulting beige slurry is cooled to 5° C. and concentrated HCl (800 mL) is added over 1 h. The cold bath is removed and the solution is stirred for 4.5 h at room temperature. The reaction mixture is concen... The reactants are COCC(=O)NCCC(=O)Nc1ccc2ncnc(Nc3ccc(OCc4cccc(F)c4)c(Cl)c3)c2c1, O=C(O)c1ccccc1. Product: COCC(=O)O, NCCC(=O)Nc1ccc2ncnc(Nc3ccc(OCc4cccc(F)c4)c(Cl)c3)c2c1. As a reaction SMILES: [Cl:1][c:2]1[cH:3][c:4]([NH:17][c:18]2[n:19][cH:20][n:21][c:22]3[cH:23][cH:24][c:25]([NH:28][C:29]([CH2:30][CH2:31][NH:32][C:33]([CH2:34][O:35][CH3:36])=[O:37])=[O:38])[cH:26][c:27]23)[cH:5][cH:6][c:7]1[O:8][CH2:9][c:10]1[cH:11][c:12]([F:16])[cH:13][cH:14][cH:15]1.[OH:39][C:40]([c:41]1[cH:42][cH:43][cH:44][cH:45][cH:46]1)=[O:47]>>[C:33]([CH2:34][O:35][CH3:36])([OH:37])=[O:39].[Cl:1][c:2]1[cH:3][c:4]([NH:17][c:18]2[n:19][cH:20][n:21][c:22]3[cH:23][cH:24][c:25]([NH:28][C:29]([CH2:30][CH2:31][NH2:32])=[O:38])[cH:26][c:27]23)[cH:5][cH:6][c:7]1[O:8][CH2:9][c:10]1[cH:11][c:12]([F:16])[cH:13][cH:14][cH:15]1.